Dataset: the Open Reaction Database (ORD), a public repository of structured organic reaction records. Task: describe an organic reaction: reactants, conditions, products, and yield The reactants are C(C)(C)NC(C)C (diisopropylarnine), FC1=C(C=CC(=C1)F)Br (2,4-difluoro-bromobenzene), ClC(C(=O)C(Cl)(Cl)Cl)(Cl)Cl (hexachloroacetone). Run in C(CCC)[Li] (n-butyllithium). Run at temperature 0 celsius, time 2 hour. Product: ClC=1C(=C(C=CC1F)Br)F (3-Chloro-2,4-difluoro-bromobenzene). Reaction SMILES: C(NC(C)C)(C)C.[F:8][C:9]1[CH:14]=[C:13]([F:15])[CH:12]=[CH:11][C:10]=1[Br:16].[Cl:17]C(Cl)(Cl)C(C(Cl)(Cl)Cl)=O>C([Li])CCC>[Cl:17][C:14]1[C:9]([F:8])=[C:10]([Br:16])[CH:11]=[CH:12][C:13]=1[F:15]. Procedure details: To a solution of 19 ml (0.135 mole) of diisopropylarnine in 125 ml of tetrahydroflran (TBF) cooled at −20° C. is added 80 ml of n-butyllithium (1.6 M in hexane). The temperature is raised to 0° C. for 5 minutes and lowered to −78° C. Then 25 g (0.129 mole) of 2,4-difluoro-bromobenzene is then added and the reaction is stirred at −65° C. for 2 hours. Then, 25 ml (0.164 mole) of hexachloroacetone is added and the solution is warmed at room temperature. After evaporation of the solvent, the residue...